From a dataset of the Open Reaction Database (ORD), a public repository of structured organic reaction records. describe an organic reaction: reactants, conditions, products, and yield The reactants are O (water), CC(C)O (2-propanol), S(O)(O)(=O)=O (sulfuric acid), FC=1C=C(OCCCO)C=CC1 (3-(3-fluorophenoxy)-propan-1-ol). The reagents and catalysts are [O-2].[O-2].[O-2].[Cr+6] (chromium trioxide). Solvent: CC(=O)C (Acetone), CC(=O)C (acetone). Product: FC=1C=C(OCCC(=O)O)C=CC1 (3-(3-Fluorophenoxy)-propionic acid). Isolated yield 90.0%. RXN SMILES: O.S(=O)(=O)(O)O.[F:7][C:8]1[CH:9]=[C:10]([CH:16]=[CH:17][CH:18]=1)[O:11][CH2:12][CH2:13][CH2:14][OH:15].CC([OH:22])C>CC(C)=O.[O-2].[O-2].[O-2].[Cr+6]>[F:7][C:8]1[CH:9]=[C:10]([CH:16]=[CH:17][CH:18]=1)[O:11][CH2:12][CH2:13][C:14]([OH:22])=[O:15] |f:5.6.7.8|. Procedure: Acetone (600 mL) is chilled using an ice/salt water bath, then chromium trioxide (14.45 g, 145 mmol) is added, followed by water (32 mL) and concentrated sulfuric acid (16 mL). The mixture is allowed to stir several minutes, then a solution of 3-(3-fluorophenoxy)-propan-1-ol (6.15 g, 36.1 mmol) in acetone (300 mL) is slowly added via an addition funnel over ˜1 h. The reaction is stirred at 0° C. for 5 h, and then 2-propanol (70 mL) is added. The reaction is filtered over diatomaceous earth, rins... Starting materials: NC1=C(C=C(C#N)C=C1)NC (4-amino-3-methylamino-benzonitrile), NC=1SC2=C(N1)C=CC(=C2)OC(F)(F)F (2-amino-6-(trifluoromethoxy)-benzothiazole), C(=S)(N1C=NC=C1)N1C=NC=C1 (1,1′-thiocarbonyldiimidazole). Solvent: C(CCl)Cl (EDC). Product: CN1C(=NC2=C1C=C(C=C2)C#N)NC=2SC1=C(N2)C=CC(=C1)OC(F)(F)F (1-Methyl-2-(6-trifluoromethoxy-benzothiazol-2-ylamino)-1H-benzoimidazole-6-carbonitrile). The yield is 78.0%. Reaction SMILES: [NH2:1][C:2]1[CH:9]=[CH:8][C:5]([C:6]#[N:7])=[CH:4][C:3]=1[NH:10][CH3:11].[NH2:12][C:13]1[S:14][C:15]2[CH:21]=[C:20]([O:22][C:23]([F:26])([F:25])[F:24])[CH:19]=[CH:18][C:16]=2[N:17]=1.[C:27](N1C=CN=C1)(N1C=CN=C1)=S>C(Cl)CCl>[CH3:11][N:10]1[C:3]2[CH:4]=[C:5]([C:6]#[N:7])[CH:8]=[CH:9][C:2]=2[N:1]=[C:27]1[NH:12][C:13]1[S:14][C:15]2[CH:21]=[C:20]([O:22][C:23]([F:26])([F:24])[F:25])[CH:19]=[CH:18][C:16]=2[N:17]=1. Procedure details: 1-Methyl-2-(6-trifluoromethoxy-benzothiazol-2-ylamino)-1H-benzoimidazole-6-carbonitrile (2.27 g) was prepared by following General Procedure D starting from 4-amino-3-methylamino-benzonitrile (1.1 g), 2-amino-6-(trifluoromethoxy)-benzothiazole (1.75 g), 1,1′-thiocarbonyldiimidazole (1.78 g), and EDC (1.9 g). LC/MS: m/z 391. Reactants: CCOC(CN(Cc1cccc2scnc12)C(=O)C(Cc1ccc(OC(C)(C)C)cc1)NC(=O)OCc1ccccc1)OCC, CO. The product is CCOC(CN(Cc1cccc2scnc12)C(=O)C(N)Cc1ccc(OC(C)(C)C)cc1)OCC. Reaction SMILES: [CH2:1]([O:2][C:3](=[O:4])[NH:10][CH:11]([CH2:12][c:13]1[cH:14][cH:15][c:16]([O:19][C:20]([CH3:21])([CH3:22])[CH3:23])[cH:17][cH:18]1)[C:24]([N:25]([CH2:26][CH:27]([O:28][CH2:29][CH3:30])[O:31][CH2:32][CH3:33])[CH2:34][c:35]1[cH:36][cH:37][cH:38][c:39]2[c:40]1[n:41][cH:42][s:43]2)=[O:44])[c:5]1[cH:6][cH:7][cH:8][cH:9][cH:45]1.[CH3:46][OH:47]>>[NH2:10][CH:11]([CH2:12][c:13]1[cH:14][cH:15][c:16]([O:19][C:20]([CH3:21])([CH3:22])[CH3:23])[cH:17][cH:18]1)[C:24]([N:25]([CH2:26][CH:27]([O:28][CH2:29][CH3:30])[O:31][CH2:32][CH3:33])[CH2:34][c:35]1[cH:36][cH:37][cH:38][c:39]2[c:40]1[n:41][cH:42][s:43]2)=[O:44]. The reactants are Cl (hydrochloric acid), FC1=C(N)C=C(C(=C1)Cl)OC(=O)OC (2-Fluoro-4-chloro-5-methoxycarbonyloxyaniline), C([O-])([O-])=O.[K+].[K+] (potassium carbonate), ClC(=O)OCC1=CC=CC=C1 (benzyl chloroformate). The solvent is CC(=O)C (acetone). Yields the product FC1=C(C=C(C(=C1)Cl)OC(=O)OC)NC(OCC1=CC=CC=C1)=O (benzyl N-(2-fluoro-4-chloro-5-methoxycarbonyloxyphenyl)carbamate). Yield: 91.1%. As a reaction SMILES: [F:1][C:2]1[CH:8]=[C:7]([Cl:9])[C:6]([O:10][C:11]([O:13][CH3:14])=[O:12])=[CH:5][C:3]=1[NH2:4].C(=O)([O-])[O-].[K+].[K+].Cl[C:22]([O:24][CH2:25][C:26]1[CH:31]=[CH:30][CH:29]=[CH:28][CH:27]=1)=[O:23].Cl>CC(C)=O>[F:1][C:2]1[CH:8]=[C:7]([Cl:9])[C:6]([O:10][C:11]([O:13][CH3:14])=[O:12])=[CH:5][C:3]=1[NH:4][C:22](=[O:23])[O:24][CH2:25][C:26]1[CH:31]=[CH:30][CH:29]=[CH:28][CH:27]=1 |f:1.2.3|. Procedure: 2-Fluoro-4-chloro-5-methoxycarbonyloxyaniline (2.00 g, 6.86 mmol), potassium carbonate (1.42 g, 10.3 mmol), benzyl chloroformate (1.17 g, 6.86 mmol) and acetone (20 ml) as a solvent were charged into a 100 cc two-necked flask, and heated for 2 hours while refluxing. After completion of the reaction, the mixture was added to 1H hydrochloric acid (50 ml), and extracted with ethyl acetate (50 ml×3). After drying, the organic layer was concentrated to obtain substantially pure benzyl N-(2-fluoro-4-c... Reactants: C=CCOC1CC(C)(C)N(OCCCCCCCC)C(C)(C)C1, B1C2CCCC1CCC2, [Na+], C1CCOC1, [OH-], O, OO. Yields the product CCCCCCCCON1C(C)(C)CC(OCCCO)CC1(C)C. Reaction SMILES: [CH2:1]([CH:2]=[CH2:3])[O:4][CH:5]1[CH2:6][C:7]([CH3:22])([CH3:23])[N:8]([O:13][CH2:14][CH2:15][CH2:16][CH2:17][CH2:18][CH2:19][CH2:20][CH3:21])[C:9]([CH3:11])([CH3:12])[CH2:10]1.[CH:24]12[BH:25][CH:26]([CH2:27][CH2:28][CH2:29]1)[CH2:30][CH2:31][CH2:32]2.[Na+:34].[O:37]1[CH2:38][CH2:39][CH2:40][CH2:41]1.[OH-:33].[OH2:42].[OH:35][OH:36]>>[CH2:1]([CH2:2][CH2:3][OH:33])[O:4][CH:5]1[CH2:6][C:7]([CH3:22])([CH3:23])[N:8]([O:13][CH2:14][CH2:15][CH2:16][CH2:17][CH2:18][CH2:19][CH2:20][CH3:21])[C:9]([CH3:11])([CH3:12])[CH2:10]1. Starting materials: C(C)(=O)OC(C)=O (acetic anhydride), mixture, C(C1=CC=CC=C1)[C@H]1N(CC[C@@H](C1)N(C(C(F)(F)F)=O)CC1=CC=NC2=CC=CC=C12)C([C@@H](N)CC1=CC=CC=C1)=O ((2R*,4S*)-2-benzyl-1-((S)-phenylalanyl)-N-(4-quinolylmethyl)-N-trifluoroacetyl-4-piperidinamine). Run in N1=CC=CC=C1 (pyridine). Conditions: time 2.5 hour. The product is C(C1=CC=CC=C1)[C@H]1N(CC[C@@H](C1)N(C(C(F)(F)F)=O)CC1=CC=NC2=CC=CC=C12)C([C@@H](NC(C)=O)CC1=CC=CC=C1)=O ((2R*,4S*)-2-Benzyl-1-((S)-N-acetyl-phenylalanyl)N-(4-quinolylmethyl)-N-trifluoroacetyl-4-piperidinamine). As a reaction SMILES: C(O[C:5](=[O:7])[CH3:6])(=O)C.[CH2:8]([C@@H:15]1[CH2:20][C@@H:19]([N:21]([CH2:28][C:29]2[C:38]3[C:33](=[CH:34][CH:35]=[CH:36][CH:37]=3)[N:32]=[CH:31][CH:30]=2)[C:22](=[O:27])[C:23]([F:26])([F:25])[F:24])[CH2:18][CH2:17][N:16]1[C:39](=[O:49])[C@H:40]([CH2:42][C:43]1[CH:48]=[CH:47][CH:46]=[CH:45][CH:44]=1)[NH2:41])[C:9]1[CH:14]=[CH:13][CH:12]=[CH:11][CH:10]=1>N1C=CC=CC=1>[CH2:8]([C@@H:15]1[CH2:20][C@@H:19]([N:21]([CH2:28][C:29]2[C:38]3[C:33](=[CH:34][CH:35]=[CH:36][CH:37]=3)[N:32]=[CH:31][CH:30]=2)[C:22](=[O:27])[C:23]([F:26])([F:24])[F:25])[CH2:18][CH2:17][N:16]1[C:39](=[O:49])[C@H:40]([CH2:42][C:43]1[CH:48]=[CH:47][CH:46]=[CH:45][CH:44]=1)[NH:41][C:5](=[O:7])[CH3:6])[C:9]1[CH:14]=[CH:13][CH:12]=[CH:11][CH:10]=1. Procedure details: 35 μl (0.376 mmol) of acetic anhydride are added to a solution of 180 mg (0.313 mmol) of the mixture of (2R*,4S*)-2-benzyl-1-((S)-phenylalanyl)-N-(4-quinolylmethyl)-N-trifluoroacetyl-4-piperidinamine diastereomers in 2 ml pyridine at 0°, and the mixture is stirred at 0° for 2.5 hours. The oily residue after evaporation in a rotary evaporator is taken up in methylene chloride, washed with 5% aqueous citric acid and with 1N sodium bicarbonate solution. The organic phases are dried over magnesium s... The reactants are CC=1C=CC2=C(C(C(O2)=O)(C2=CC=CC=C2)CC(=O)Cl)C1 (2-(2,3-dihydro-5-methyl-2-oxo-3-phenyl-3-benzofuranyl)acetyl chloride), FC1=CC=C(C=C1)N1CCNCC1 (4-(4-fluorophenyl)piperazine). Product: CC=1C=CC2=C(C(C(O2)=O)(C2=CC=CC=C2)CC(=O)N2CCN(CC2)C2=CC=C(C=C2)F)C1 (2-(2,3-Dihydro-5-methyl-2oxo-3-phenyl-3-benzofuranyl)-1-[4-(4-fluorophenyl)piperazinyl]-1-oxoethane). As a reaction SMILES: [CH3:1][C:2]1[CH:3]=[CH:4][C:5]2[O:9][C:8](=[O:10])[C:7]([CH2:17][C:18](Cl)=[O:19])([C:11]3[CH:16]=[CH:15][CH:14]=[CH:13][CH:12]=3)[C:6]=2[CH:21]=1.[F:22][C:23]1[CH:28]=[CH:27][C:26]([N:29]2[CH2:34][CH2:33][NH:32][CH2:31][CH2:30]2)=[CH:25][CH:24]=1>>[CH3:1][C:2]1[CH:3]=[CH:4][C:5]2[O:9][C:8](=[O:10])[C:7]([CH2:17][C:18]([N:32]3[CH2:31][CH2:30][N:29]([C:26]4[CH:25]=[CH:24][C:23]([F:22])=[CH:28][CH:27]=4)[CH2:34][CH2:33]3)=[O:19])([C:11]3[CH:16]=[CH:15][CH:14]=[CH:13][CH:12]=3)[C:6]=2[CH:21]=1. Procedure details: This compound was prepared by condensing 2-(2,3-dihydro-5-methyl-2-oxo-3-phenyl-3-benzofuranyl)acetyl chloride with 4-(4-fluorophenyl)piperazine according to the process described in Example 9, Stage B.